Dataset: the Open Reaction Database (ORD), a public repository of structured organic reaction records. Task: describe an organic reaction: reactants, conditions, products, and yield Reactants: [Al+3], CON(C)C(=O)C(CC(=O)OC(C)(C)C)NS(=O)(=O)c1ccc(N2CCCC2)cc1OCCc1cccc2ccccc12, C1CCOC1, CCOCC, CCOCC, [H-], [H-], [H-], [H-], [H-], [K+], [Li+], O, O=S(=O)([O-])O. The product is CC(C)(C)OC(=O)CC(C=O)NS(=O)(=O)c1ccc(N2CCCC2)cc1OCCc1cccc2ccccc12. Reaction SMILES: [Al+3:45].[C:1]([CH3:2])([CH3:3])([CH3:4])[O:5][C:6]([CH2:7][CH:8]([C:9](=[O:10])[N:11]([O:12][CH3:13])[CH3:14])[NH:15][S:16](=[O:17])(=[O:18])[c:19]1[c:20]([O:30][CH2:31][CH2:32][c:33]2[cH:34][cH:35][cH:36][c:37]3[cH:38][cH:39][cH:40][cH:41][c:42]23)[cH:21][c:22]([N:25]2[CH2:26][CH2:27][CH2:28][CH2:29]2)[cH:23][cH:24]1)=[O:43].[CH2:57]1[O:58][CH2:59][CH2:60][CH2:61]1.[CH3:62][CH2:63][O:64][CH2:65][CH3:66].[CH3:68][CH2:69][O:70][CH2:71][CH3:72].[H-:44].[H-:47].[H-:48].[H-:49].[H-:50].[K+:56].[Li+:46].[OH2:67].[S:51]([O-:52])([OH:53])(=[O:54])=[O:55]>>[C:1]([CH3:2])([CH3:3])([CH3:4])[O:5][C:6]([CH2:7][CH:8]([CH:9]=[O:10])[NH:15][S:16](=[O:17])(=[O:18])[c:19]1[c:20]([O:30][CH2:31][CH2:32][c:33]2[cH:34][cH:35][cH:36][c:37]3[cH:38][cH:39][cH:40][cH:41][c:42]23)[cH:21][c:22]([N:25]2[CH2:26][CH2:27][CH2:28][CH2:29]2)[cH:23][cH:24]1)=[O:43].